From a dataset of the Open Reaction Database (ORD), a public repository of structured organic reaction records. describe an organic reaction: reactants, conditions, products, and yield The reactants are CC(C)(C)OC(=O)N1CCC(c2ccc(OCc3ccc(Cl)c(C(F)(F)F)c3)cc2)CC1, C=CC(=O)OC(C)(C)C, ClCCl, O=C(O)C(F)(F)F. Yields the product CC(C)(C)OC(=O)CCN1CCC(c2ccc(OCc3ccc(Cl)c(C(F)(F)F)c3)cc2)CC1. Reaction SMILES: [C:1]([O:2][C:3](=[O:4])[N:8]1[CH2:9][CH2:10][CH:11]([c:14]2[cH:15][cH:16][c:17]([O:20][CH2:21][c:22]3[cH:23][c:24]([C:29]([F:30])([F:31])[F:32])[c:25]([Cl:28])[cH:26][cH:27]3)[cH:18][cH:19]2)[CH2:12][CH2:13]1)([CH3:5])([CH3:6])[CH3:7].[C:33]([CH:34]=[CH2:35])(=[O:36])[O:37][C:38]([CH3:39])([CH3:40])[CH3:41].[Cl:49][CH2:50][Cl:51].[F:42][C:43]([F:44])([F:45])[C:46]([OH:47])=[O:48]>>[N:8]1([CH2:35][CH2:34][C:33](=[O:36])[O:37][C:38]([CH3:39])([CH3:40])[CH3:41])[CH2:9][CH2:10][CH:11]([c:14]2[cH:15][cH:16][c:17]([O:20][CH2:21][c:22]3[cH:23][c:24]([C:29]([F:30])([F:31])[F:32])[c:25]([Cl:28])[cH:26][cH:27]3)[cH:18][cH:19]2)[CH2:12][CH2:13]1. The reactants are C1=CC=C(C=C1)P(C2=CC=CC=C2)C3=CC=CC=C3 (PPh3), N(=[N+]=[N-])C1C(CN(CC(C1)C)S(=O)(=O)C1=NC=CC=C1)O (4-Azido-6-methyl-1-(pyridine-2-sulfonyl)-azepan-3-ol). Run in O (H2O), C1CCOC1 (THF), C1CCOC1 (THF). Run at temperature 45 celsius. The product is NC1C(CN(CC(C1)C)S(=O)(=O)C1=NC=CC=C1)O (4-Amino-6-methyl-1-(pyridine-2-sulfonyl)-azepan-3-ol), precipitate. Isolated yield 71.0%. RXN SMILES: [N:1]([CH:4]1[CH2:10][CH:9]([CH3:11])[CH2:8][N:7]([S:12]([C:15]2[CH:20]=[CH:19][CH:18]=[CH:17][N:16]=2)(=[O:14])=[O:13])[CH2:6][CH:5]1[OH:21])=[N+]=[N-].C1C=CC(P(C2C=CC=CC=2)C2C=CC=CC=2)=CC=1>C1COCC1.O>[NH2:1][CH:4]1[CH2:10][CH:9]([CH3:11])[CH2:8][N:7]([S:12]([C:15]2[CH:20]=[CH:19][CH:18]=[CH:17][N:16]=2)(=[O:14])=[O:13])[CH2:6][CH:5]1[OH:21]. Procedure details: 4-Azido-6-methyl-1-(pyridine-2-sulfonyl)-azepan-3-ol (0.33 g, 1.06 mmol) was dissolved in THF (50 ml) and H2O (0.2 ml). PPh3 (0.42 g, 1.59 mmol) was added to this solution. The reaction mixture was stirred at 45° C. over night. TLC showed no starting material left. THF was evaperated, azeotroped by toluene (2×100 ml). The resulting thick oil was dissolved in MeOH, treated with HCl in ether to adjust pH to acidic. More ether was added and the solution turned cloudy to give the title compound as a... The reactants are [Cl-].OCCC[N+](C)(C)C.OCC(=O)[C@@H](O)[C@H](O)[C@H](O)CO (fructose hydroxypropyl trimethylammonium chloride), [OH-].[Na+] (sodium hydroxide), [Cl-].ClCC(C[N+](C)(C)C)O (3-chloro-2-hydroxypropyl trimethylammonium chloride). Product: OCC(=O)[C@@H](O)[C@H](O)[C@H](O)CO (fructose). The yield is 100.0%. RXN SMILES: [Cl-].OCCC[N+](C)(C)C.[OH:10][CH2:11][C:12]([C@H:14]([C@@H:16]([C@@H:18]([CH2:20][OH:21])[OH:19])[OH:17])[OH:15])=[O:13].[OH-].[Na+].[Cl-].ClCC(O)C[N+](C)(C)C>>[OH:10][CH2:11][C:12]([C@H:14]([C@@H:16]([C@@H:18]([CH2:20][OH:21])[OH:19])[OH:17])[OH:15])=[O:13] |f:0.1.2,3.4,5.6|. Procedure: This Example details the synthesis of fructose hydroxypropyl trimethylammonium chloride. A round bottom 250 ml flask was fitted with a mechanical stirrer. Into the flask was charged 1 M sodium hydroxide (55.5 ml, 55.5 mmol), Cornsweet (10 g, 55.5 mmol) and 3-chloro-2-hydroxypropyl trimethylammonium chloride (15 ml, 55.5 mmol). Cornsweet is obtained from the Archer Daniels Midland Corporation as a 100% fructose material. The 3-chloro-2-hydroxypropyl trimethyl ammonium chloride was sourced from Al... The reactants are O=C(Cl)C(F)(F)C(F)(F)C(F)(F)C(F)(F)C(F)(F)C(F)(F)C(F)(F)F, OCCCl. Product: O=C(OCCCl)C(F)(F)C(F)(F)C(F)(F)C(F)(F)C(F)(F)C(F)(F)C(F)(F)F. RXN SMILES: [F:1][C:2]([C:3](=[O:4])[Cl:5])([C:6]([C:7]([C:8]([C:9]([C:10]([C:11]([F:12])([F:13])[F:14])([F:15])[F:16])([F:17])[F:18])([F:19])[F:20])([F:21])[F:22])([F:23])[F:24])[F:25].[OH:26][CH2:27][CH2:28][Cl:29]>>[F:1][C:2]([C:3](=[O:4])[O:26][CH2:27][CH2:28][Cl:29])([C:6]([C:7]([C:8]([C:9]([C:10]([C:11]([F:12])([F:13])[F:14])([F:15])[F:16])([F:17])[F:18])([F:19])[F:20])([F:21])[F:22])([F:23])[F:24])[F:25].